Dataset: the Open Reaction Database (ORD), a public repository of structured organic reaction records. Task: describe an organic reaction: reactants, conditions, products, and yield Reactants: NC1=CC=CC=C1 (aniline), C(C)(C)(C)ON=O (t-butylnitrite), C(C)(C)(C)ON=O (t-butylnitrite), C(C=C)Br (allyl bromide), ClC1=C(N)C=CC(=C1)[N+](=O)[O-] (2-chloro-4-nitroaniline). Solvent: CC#N (CH3CN). Conditions: temperature 12 celsius, time 1 hour. The product is C(C=C)C1=C(C=C(C=C1)[N+](=O)[O-])Cl (allyl-2-chloro-4-nitrobenzene). Isolated yield 83.8%. As a reaction SMILES: [C:1](ON=O)(C)([CH3:3])[CH3:2].C(Br)C=C.[Cl:12][C:13]1[CH:19]=[C:18]([N+:20]([O-:22])=[O:21])[CH:17]=[CH:16][C:14]=1N.NC1C=CC=CC=1>CC#N>[CH2:3]([C:14]1[CH:16]=[CH:17][C:18]([N+:20]([O-:22])=[O:21])=[CH:19][C:13]=1[Cl:12])[CH:1]=[CH2:2]. Procedure: To a solution of t-butylnitrite (535 μl, 4.5 mmol) and allyl bromide (3.9 ml, 45.0 mmol) in CH3CN (3 ml), 2-chloro-4-nitroaniline (518 mg, 3.0 mmol) was added during 20 minutes, while maintaining the temperature of the reaction mixture at 11-13° C. At the end of the addition of the aniline, extra t-butylnitrite (180 μl, 1.5 mmol) was added to the reaction mixture which then was stirred at 23° C. for one hour. The volatile material in the reaction mixture was then removed at reduced pressure. Col... Starting materials: O=C([O-])[O-], CI, CN(C)C=O, CC(C)C1Cc2cc(OCC(=O)O)c(Cl)c(Cl)c2C1=O, [K+], [K+], O. Yields the product COC(=O)COc1cc2c(c(Cl)c1Cl)C(=O)C(C(C)C)C2. As a reaction SMILES: [C:21](=[O:22])([O-:23])[O-:24].[CH3:27][I:28].[CH3:30][N:31]([CH3:32])[CH:33]=[O:34].[Cl:1][c:2]1[c:3]([O:16][CH2:17][C:18](=[O:19])[OH:20])[cH:4][c:5]2[c:9]([c:10]1[Cl:11])[C:8](=[O:12])[CH:7]([CH:13]([CH3:14])[CH3:15])[CH2:6]2.[K+:25].[K+:26].[OH2:29]>>[Cl:1][c:2]1[c:3]([O:16][CH2:17][C:18](=[O:19])[O:20][CH3:21])[cH:4][c:5]2[c:9]([c:10]1[Cl:11])[C:8](=[O:12])[CH:7]([CH:13]([CH3:14])[CH3:15])[CH2:6]2. The reactants are O=C1CCCO1, C[Si](C)(C)[N-][Si](C)(C)C, COc1cccc(C(=O)Cl)c1, [Li+], [Na+], C1CCOC1, O=C([O-])O. Yields the product COc1cccc(C(=O)C2CCOC2=O)c1. Reaction SMILES: [C:1]1(=[O:6])[CH2:2][CH2:3][CH2:4][O:5]1.[CH3:18][Si:19]([CH3:20])([CH3:21])[N-:22][Si:23]([CH3:24])([CH3:25])[CH3:26].[CH3:7][O:8][c:9]1[cH:10][c:11]([C:12](=[O:13])[Cl:14])[cH:15][cH:16][cH:17]1.[Li+:27].[Na+:28].[O:33]1[CH2:34][CH2:35][CH2:36][CH2:37]1.[OH:29][C:30](=[O:31])[O-:32]>>[C:1]1(=[O:6])[CH:2]([C:12]([c:11]2[cH:10][c:9]([O:8][CH3:7])[cH:17][cH:16][cH:15]2)=[O:13])[CH2:3][CH2:4][O:5]1. Starting materials: ClC=1N=C(NC1CC)C(=O)NC1=C(C=C(C=C1)C=1OC=C(N1)C(=O)OC)OC (Methyl 2-(4-{[(4-chloro-5-ethyl-1H-imidazol-2-yl)carbonyl]amino}-3-methoxyphenyl)-1,3-oxazole-4-carboxylate), [OH-].[Li+] (lithium hydroxide), CO (methanol). Solvent: O1CCCC1 (tetrahydrofuran). The product is ClC=1N=C(NC1CC)C(=O)NC1=C(C=C(C=C1)C=1OC=C(N1)C(=O)O)OC (2-(4-{[(4-Chloro-5-ethyl-1H-imidazol-2-yl)carbonyl]amino}-3-methoxyphenyl)-1,3-oxazole-4-carboxylic acid). The yield is 62.4%. RXN SMILES: [Cl:1][C:2]1[N:3]=[C:4]([C:9]([NH:11][C:12]2[CH:17]=[CH:16][C:15]([C:18]3[O:19][CH:20]=[C:21]([C:23]([O:25]C)=[O:24])[N:22]=3)=[CH:14][C:13]=2[O:27][CH3:28])=[O:10])[NH:5][C:6]=1[CH2:7][CH3:8].[OH-].[Li+].CO>O1CCCC1>[Cl:1][C:2]1[N:3]=[C:4]([C:9]([NH:11][C:12]2[CH:17]=[CH:16][C:15]([C:18]3[O:19][CH:20]=[C:21]([C:23]([OH:25])=[O:24])[N:22]=3)=[CH:14][C:13]=2[O:27][CH3:28])=[O:10])[NH:5][C:6]=1[CH2:7][CH3:8] |f:1.2|. Procedure: The same operation as in Example (91d) was performed using methyl 2-(4-{[(4-chloro-5-ethyl-1H-imidazol-2-yl)carbonyl]amino}-3-methoxyphenyl)-1,3-oxazole-4-carboxylate obtained in Example (102e) (0.26 g, 0.64 mmol), 2 N lithium hydroxide (3 mL, 6 mmol), methanol (3 mL) and tetrahydrofuran (5 mL), to obtain 156 mg of the title compound as a colorless solid (62%). Starting materials: [K].C(C)(C)C1=CC=C(C=C1)S(=O)(=O)NC(C(OC1=C(C=C(C=C1)C(=O)OC)CCC)C1=CC2=C(C=C1)OCO2)=O (N-(4-iso-propylbenzenesulfonyl)-α-(4-carbomethoxy-2-n-propylphenoxy)-3,4-methylenedioxyphenylacetamide potassium salt), [OH-].[K+] (KOH), C(Cl)Cl (CH2Cl2), [NH4+].[OH-] (NH4OH), ester. Run in CO (methanol), O (water), CO (MeOH). Conditions: temperature 60 celsius. Product: C(C)(C)C1=CC=C(C=C1)S(=O)(=O)NC(C(OC1=C(C=C(C=C1)C(=O)O)CCC)C1=CC2=C(C=C1)OCO2)=O (N-(4-iso-propylbenzenesulfonyl)-α-(4-carboxy-2-n-propylphenoxy)-3,4-methylenedioxyphenylacetamide). Isolated yield 91.3%. Reaction SMILES: [K].[CH:2]([C:5]1[CH:10]=[CH:9][C:8]([S:11]([NH:14][C:15](=[O:40])[CH:16]([C:31]2[CH:36]=[CH:35][C:34]3[O:37][CH2:38][O:39][C:33]=3[CH:32]=2)[O:17][C:18]2[CH:23]=[CH:22][C:21]([C:24]([O:26]C)=[O:25])=[CH:20][C:19]=2[CH2:28][CH2:29][CH3:30])(=[O:13])=[O:12])=[CH:7][CH:6]=1)([CH3:4])[CH3:3].[OH-].[K+].C(Cl)Cl.[NH4+].[OH-]>CO.O>[CH:2]([C:5]1[CH:6]=[CH:7][C:8]([S:11]([NH:14][C:15](=[O:40])[CH:16]([C:31]2[CH:36]=[CH:35][C:34]3[O:37][CH2:38][O:39][C:33]=3[CH:32]=2)[O:17][C:18]2[CH:23]=[CH:22][C:21]([C:24]([OH:26])=[O:25])=[CH:20][C:19]=2[CH2:28][CH2:29][CH3:30])(=[O:12])=[O:13])=[CH:9][CH:10]=1)([CH3:3])[CH3:4] |f:0.1,2.3,5.6,^1:0|. Reported procedure: A mixture of 205 g (0.345 mol) of the product of Example 139, 425 mL of 1.0N KOH in methanol and 500 mL of water was stirred at 60° C. under a nitrogen atmosphere. After 1.75 hours TLC analysis (90:10:1 CH2Cl2 --MeOH--NH4OH) indicated that ester hydrolysis was complete. The reaction mixture was cooled slightly, then concentrated on a rotary evaporator. The concentrate was acidified with 400 mL of 2N HCl and extracted first with 6 L of ether-EtOAc-CH2Cl2 4:1:1, then with 3 L of 1:2 EtOAc-CH2Cl2. ... Starting materials: C[Si](C)(C)CCOC(=O)CBr, O=C([O-])[O-], O=[N+]([O-])c1ccc(O)cc1OCc1ccccc1, CCOC(C)=O, [K+], [K+], CN(C)C=O. The product is C[Si](C)(C)CCOC(=O)COc1ccc([N+](=O)[O-])c(OCc2ccccc2)c1. RXN SMILES: [Br:1][CH2:2][C:3](=[O:4])[O:5][CH2:6][CH2:7][Si:8]([CH3:9])([CH3:10])[CH3:11].[C:30](=[O:31])([O-:32])[O-:33].[CH2:12]([c:13]1[cH:14][cH:15][cH:16][cH:17][cH:18]1)[O:19][c:20]1[cH:21][c:22]([OH:29])[cH:23][cH:24][c:25]1[N+:26](=[O:27])[O-:28].[CH3:36][CH2:37][O:38][C:39]([CH3:40])=[O:41].[K+:34].[K+:35].[O:42]=[CH:43][N:44]([CH3:45])[CH3:46]>>[CH2:2]([C:3](=[O:4])[O:5][CH2:6][CH2:7][Si:8]([CH3:9])([CH3:10])[CH3:11])[O:29][c:22]1[cH:21][c:20]([O:19][CH2:12][c:13]2[cH:14][cH:15][cH:16][cH:17][cH:18]2)[c:25]([N+:26](=[O:27])[O-:28])[cH:24][cH:23]1. Starting materials: O=C1N(C2=CC=CC=C2N=C1)CC=O ((2-oxoquinoxalin-1(2H)-yl)acetaldehyde), N1CCC(CC1)NC(=O)C1=CC2=C(OCCO2)C=C1 (N-(piperidin-4-yl)-2,3-dihydro-1,4-benzodioxin-6-carboxamide), C(O)([O-])=O.[Na+] (sodium hydrogen carbonate), C(C)(=O)O[BH-](OC(C)=O)OC(C)=O.[Na+] (sodium triacetoxyborohydride). The solvent is C(C)(=O)O (acetic acid), ClCCl (dichloromethane), C(C)OCC (diethyl ether), C(Cl)(Cl)Cl (Chloroform). Conditions: time 2 hour. Yields the product O=C1N(C2=CC=CC=C2N=C1)CCN1CCC(CC1)NC(=O)C1=CC2=C(OCCO2)C=C1 (N-(1-(2-(2-oxoquinoxalin-1(2H)-yl)ethyl)piperidin-4-yl)-2,3-dihydro-1,4-benzodioxin-6-carboxamide). The yield is 74.2%. RXN SMILES: [O:1]=[C:2]1[CH:11]=[N:10][C:9]2[C:4](=[CH:5][CH:6]=[CH:7][CH:8]=2)[N:3]1[CH2:12][CH:13]=O.[NH:15]1[CH2:20][CH2:19][CH:18]([NH:21][C:22]([C:24]2[CH:33]=[CH:32][C:27]3[O:28][CH2:29][CH2:30][O:31][C:26]=3[CH:25]=2)=[O:23])[CH2:17][CH2:16]1.C(O[BH-](OC(=O)C)OC(=O)C)(=O)C.[Na+].C(=O)([O-])O.[Na+]>C(OCC)C.C(Cl)(Cl)Cl.C(O)(=O)C.ClCCl>[O:1]=[C:2]1[CH:11]=[N:10][C:9]2[C:4](=[CH:5][CH:6]=[CH:7][CH:8]=2)[N:3]1[CH2:12][CH2:13][N:15]1[CH2:20][CH2:19][CH:18]([NH:21][C:22]([C:24]2[CH:33]=[CH:32][C:27]3[O:28][CH2:29][CH2:30][O:31][C:26]=3[CH:25]=2)=[O:23])[CH2:17][CH2:16]1 |f:2.3,4.5|. Reported procedure: To 3 mL of dichloromethane solution containing 70 mg of (2-oxoquinoxalin-1(2H)-yl)acetaldehyde, 98 mg of N-(piperidin-4-yl)-2,3-dihydro-1,4-benzodioxin-6-carboxamide and 21 μl of acetic acid were added and stirred at room temperature for 2 hours. To the reaction mixture, 0.12 g of sodium triacetoxyborohydride was added and stirred at the same temperature for 30 min. Chloroform and aqueous saturated sodium hydrogen carbonate solution were added, the organic layer was separated, and the aqueous la...